From a dataset of the Open Reaction Database (ORD), a public repository of structured organic reaction records. describe an organic reaction: reactants, conditions, products, and yield Reactants: C1(=CC=CC=C1)CC(=O)NC=1SC=C(N1)C(C)C1=CC(=C(C=C1)C1=CC=CC=C1)F (2-phenylacetamido-4-(1-(2-fluoro-4-biphenylyl)ethyl)thiazole), [Li] (lithium), [H-] (hydride). Solvent: O1CCCC1 (tetrahydrofuran). Yields the product FC1=C(C=CC(=C1)C(C)C=1N=C(SC1)NCCC1=CC=CC=C1)C1=CC=CC=C1 (4-(1-(2-fluoro-4-biphenylyl)ethyl)-2-phenethylaminothiazole). Isolated yield 49.9%. RXN SMILES: [C:1]1([CH2:7][C:8]([NH:10][C:11]2[S:12][CH:13]=[C:14]([CH:16]([C:18]3[CH:23]=[CH:22][C:21]([C:24]4[CH:29]=[CH:28][CH:27]=[CH:26][CH:25]=4)=[C:20]([F:30])[CH:19]=3)[CH3:17])[N:15]=2)=O)[CH:6]=[CH:5][CH:4]=[CH:3][CH:2]=1.[Li].[H-]>O1CCCC1>[F:30][C:20]1[CH:19]=[C:18]([CH:16]([C:14]2[N:15]=[C:11]([NH:10][CH2:8][CH2:7][C:1]3[CH:2]=[CH:3][CH:4]=[CH:5][CH:6]=3)[S:12][CH:13]=2)[CH3:17])[CH:23]=[CH:22][C:21]=1[C:24]1[CH:29]=[CH:28][CH:27]=[CH:26][CH:25]=1 |^1:30|. Procedure details: To 2-phenylacetamido-4-(1-(2-fluoro-4-biphenylyl)ethyl)thiazole (1.00 g, 2.51 mmol) in tetrahydrofuran (20 ml) was added lithium aluminu hydride (150 mg) by portion, then the mixture was refluxed for 2 hr. After cooling, the reaction mixture was filterated and evaporated under reduced pressure to a residue. The residue was extracted with chloroform and the extracts were washed with water, dried, then evaporated under reduced pressure to a residue, which chromatographed and recrystallized to affo... Reaction conditions: temperature 120 celsius. Reported procedure: A mixture of 3-(2,4-dichloro-pyrimidin-5-yl)-2-(2-methoxy-phenyl)-propionic acid methyl ester (0.34 g, 1.0 mmol) (from Example 7a supra) and aniline (2.0 mL) (Aldrich) was heated at 120° C. for 1 hour. The reaction mixture was washed with hexanes (50 mL×3) and the supernatant was decanted off after each time. The residue was dissolved in ethyl acetate (100 mL) and successively washed with saturated aqueous ammonium chloride solution (30 mL), water (30 mL) and brine (30 mL), dried over anhydrous ... Reactants: COC(C(CC=1C(=NC(=NC1)Cl)Cl)C1=C(C=CC=C1)OC)=O (3-(2,4-dichloro-pyrimidin-5-yl)-2-(2-methoxy-phenyl)-propionic acid methyl ester), NC1=CC=CC=C1 (aniline). Reaction SMILES: [CH3:1][O:2][C:3](=[O:22])[CH:4]([C:14]1[CH:19]=[CH:18][CH:17]=[CH:16][C:15]=1[O:20][CH3:21])[CH2:5][C:6]1[C:7](Cl)=[N:8][C:9](Cl)=[N:10][CH:11]=1.[NH2:23][C:24]1[CH:29]=[CH:28][CH:27]=[CH:26][CH:25]=1>>[CH3:1][O:2][C:3](=[O:22])[CH:4]([C:14]1[CH:19]=[CH:18][CH:17]=[CH:16][C:15]=1[O:20][CH3:21])[CH2:5][C:6]1[C:7]([NH:23][C:24]2[CH:29]=[CH:28][CH:27]=[CH:26][CH:25]=2)=[N:8][C:9]([NH:23][C:24]2[CH:29]=[CH:28][CH:27]=[CH:26][CH:25]=2)=[N:10][CH:11]=1. Product: COC(C(CC=1C(=NC(=NC1)NC1=CC=CC=C1)NC1=CC=CC=C1)C1=C(C=CC=C1)OC)=O (3-(2,4-diphenylamino-pyrimidin-5-yl)-2-(2-methoxy-phenyl) propionic acid methyl ester). Starting materials: C1CCOC1, COB(OC)OC, O=C(O)c1ccc2occc2c1. Product: OCc1ccc2occc2c1. Reaction SMILES: [CH2:20]1[O:21][CH2:22][CH2:23][CH2:24]1.[CH3:13][O:14][B:15]([O:16][CH3:17])[O:18][CH3:19].[o:1]1[cH:2][cH:3][c:4]2[c:5]1[cH:6][cH:7][c:8]([C:10](=[O:11])[OH:12])[cH:9]2>>[o:1]1[cH:2][cH:3][c:4]2[c:5]1[cH:6][cH:7][c:8]([CH2:10][OH:11])[cH:9]2. The reactants are O (water), BrC=1C=C(C=O)C=C(C1)Cl (3-bromo-5-chlorobenzaldehyde), CC1(OB(OC1(C)C)C=1C=CC(=NC1)C(=O)NCCC(=O)OCC)C (ethyl 3-(5-(4,4,5,5-tetramethyl-1,3,2-dioxaborolan-2-yl)picolinamido)propanoate), C(=O)([O-])[O-].[K+].[K+] (K2CO3). Solvent: O1CCOCC1 (1,4-dioxane), CCOC(=O)C (EtOAc). Reagents/catalysts: C1=CC=C(C=C1)P([C-]2C=CC=C2)C3=CC=CC=C3.C1=CC=C(C=C1)P([C-]2C=CC=C2)C3=CC=CC=C3.Cl[Pd]Cl.[Fe+2] (Pd(dppf)Cl2). The product is ClC=1C=C(C=C(C1)C=O)C=1C=CC(=NC1)C(=O)NCCC(=O)OCC (ethyl 3-(5-(3-chloro-5-formylphenyl)picolinamido)propanoate). As a reaction SMILES: Br[C:2]1[CH:3]=[C:4]([CH:7]=[C:8]([Cl:10])[CH:9]=1)[CH:5]=[O:6].CC1(C)C(C)(C)OB([C:19]2[CH:20]=[CH:21][C:22]([C:25]([NH:27][CH2:28][CH2:29][C:30]([O:32][CH2:33][CH3:34])=[O:31])=[O:26])=[N:23][CH:24]=2)O1.C([O-])([O-])=O.[K+].[K+].O>O1CCOCC1.CCOC(C)=O.C1C=CC(P(C2C=CC=CC=2)[C-]2C=CC=C2)=CC=1.C1C=CC(P(C2C=CC=CC=2)[C-]2C=CC=C2)=CC=1.Cl[Pd]Cl.[Fe+2]>[Cl:10][C:8]1[CH:9]=[C:2]([C:19]2[CH:20]=[CH:21][C:22]([C:25]([NH:27][CH2:28][CH2:29][C:30]([O:32][CH2:33][CH3:34])=[O:31])=[O:26])=[N:23][CH:24]=2)[CH:3]=[C:4]([CH:5]=[O:6])[CH:7]=1 |f:2.3.4,8.9.10.11|. Procedure details: 3-bromo-5-chlorobenzaldehyde (502 mg, 2.3 mmol), ethyl 3-(5-(4,4,5,5-tetramethyl-1,3,2-dioxaborolan-2-yl)picolinamido)propanoate (794 mg, 2.3 mmol), Pd(dppf)Cl2 (84 mg, 0.1 mmol), and K2CO3 (632 mg, 4.6 mmol) were dissolved in 1,4-dioxane (10 mL) and water (2 mL) and the resulting mixture was heated to 70° C. After 3 h the resulting mixture was cooled to room temperature, diluted with EtOAc, washed with water and brine, dried (Na2SO4), concentrated, and purified via column chromatography to yiel...